Dataset: the Open Reaction Database (ORD), a public repository of structured organic reaction records. Task: describe an organic reaction: reactants, conditions, products, and yield Reactants: C1NCCC2=CC=C(C=C12)O (1,2,3,4-tetrahydroisoquinolin-7-ol), FC(C(=O)O)(F)F (trifluoroacetic acid), Pb(OAc)4, COC1=CC(=CC=C1)OC (1,3-dimethoxybenzene). Run in C(C)(=O)O (acetic acid). The product is C1(=CC=CC=C1)C=1C(=CC=C2CCNCC12)O (8-phenyl-tetrahydroisoquinolin-7-ol). Reaction SMILES: [CH2:1]1[C:10]2[C:5](=[CH:6][CH:7]=[C:8]([OH:11])[CH:9]=2)[CH2:4][CH2:3][NH:2]1.CO[C:14]1[CH:19]=[CH:18][CH:17]=[C:16](OC)[CH:15]=1.FC(F)(F)C(O)=O>C(O)(=O)C>[C:14]1([C:9]2[C:8]([OH:11])=[CH:7][CH:6]=[C:5]3[C:10]=2[CH2:1][NH:2][CH2:3][CH2:4]3)[CH:19]=[CH:18][CH:17]=[CH:16][CH:15]=1. Procedure: Scheme 1 (FIG. 1): Protection of the hydroxyl group in vanillin with benzyl bromide yielded aldehyde 1 is shown in Scheme 1. Henry reaction between aldehyde 1 and nitromethane gave nitrostyrene 2. Reduction of compound 2 with lithium aluminum hydride in tetrahydrofuran (THF) afforded amine 3. The reaction of amine 3 with an excess amount of methyl formate provided formamide 4. Cyclization of amide 4 using phosphorus oxychloride (POCl3) via Bischler-Napieralski reaction obtained 3,4-dihydroisoqui... The reactants are NC1=C(C=CC=C1)N1CCOCC1 (4-(2-aminophenyl)morpholine), C(CC)#N (propionitrile), [Cl-].[Al+3].[Cl-].[Cl-] (aluminium chloride). Product: O1CCN(CC1)C1=C(C=CC=C1)NC(CC)=N (N-(2-morpholinophenyl)propionamidine). Reaction SMILES: [NH2:1][C:2]1[CH:7]=[CH:6][CH:5]=[CH:4][C:3]=1[N:8]1[CH2:13][CH2:12][O:11][CH2:10][CH2:9]1.[C:14](#[N:17])[CH2:15][CH3:16].[Cl-].[Al+3].[Cl-].[Cl-]>>[O:11]1[CH2:12][CH2:13][N:8]([C:3]2[CH:4]=[CH:5][CH:6]=[CH:7][C:2]=2[NH:1][C:14](=[NH:17])[CH2:15][CH3:16])[CH2:9][CH2:10]1 |f:2.3.4.5|. Procedure details: A mixture of 4-(2-aminophenyl)morpholine (5.34 g), propionitrile (4.7 g) and anhydrous aluminium chloride (12 g) was heated at 160°-170° C. for six hours to yield N-(2-morpholinophenyl)propionamidine (m.p. 114° C.) which was recrystallised from hexane. Reactants: CO (Methanol), [Na] (sodium), Cl (Hydrochloric acid), [S-]C#N.[K+] (potassium thiocyanate), COC(CN(CC1=CC(=CC(=C1)F)F)C=O)=O (N-formyl-N-(3,5-difluorobenzyl)-glycine methyl ester), C(=O)OC (methyl formate). Solvent: O1CCCC1 (tetrahydrofuran), O (water). Conditions: time 30 minute. Yields the product COC(=O)C1=CN=C(N1CC1=CC(=CC(=C1)F)F)S (1-(3,5-Difluorobenzyl)-2-mercaptoimidazole-5-carboxylic acid methyl ester). Yield: 68.0%. As a reaction SMILES: CO.[Na].CO[C:6](=O)[CH2:7][N:8](C=O)[CH2:9][C:10]1[CH:15]=[C:14]([F:16])[CH:13]=[C:12]([F:17])[CH:11]=1.[CH:21]([O:23][CH3:24])=[O:22].Cl.[S-:26][C:27]#[N:28].[K+]>O1CCCC1.O>[CH3:24][O:23][C:21]([C:7]1[N:8]([CH2:9][C:10]2[CH:11]=[C:12]([F:17])[CH:13]=[C:14]([F:16])[CH:15]=2)[C:27]([SH:26])=[N:28][CH:6]=1)=[O:22] |f:5.6,^1:2|. Reported procedure: Methanol (1.54 ml, 0.0381 mole) was added to a suspension of sodium (0.876 g, 0.0381 mole) in dry tetrahydrofuran and the mixture stirred for 30 minutes. A solution of N-formyl-N-(3,5-difluorobenzyl)-glycine methyl ester (8.50 g, 0.0349 mole) in methyl formate (6.57 ml, 0.107 mole) was added dropwise with cooling at 10° to 15° C. and the resulting mixture was stirred overnight at room temperature. The solvent was removed under vacuum and the residue was diluted with 100 ml water-methanol (1:1). ... The solvent is C(C)O (ethanol). The reactants are C(C1=CC=CC=C1)OC=1C=C(C(=O)OC)C=C(C1)C=COC (methyl 3-(benzyloxy)-5-[2-methoxyvinyl]benzoate). The reagents and catalysts are [Pd] (palladium on activated carbon). Conditions: time 1 hour. Reported procedure: To a solution of methyl 3-(benzyloxy)-5-[2-methoxyvinyl]benzoate (1 eq.) from the previous step in ethanol was added 10% palladium on activated carbon (5 mol %). The reaction vessel was evacuated and back-filled with hydrogen twice. After 1 h, more 10% palladium on activated carbon (5 mol %) was added and the reaction was stirred for 18 h. The reaction was diluted with DCM and filtered through a pad of celite. Concentration in vacuo afforded the title compound as an oil. The product is OC=1C=C(C(=O)OC)C=C(C1)CCOC (Methyl 3-hydroxy-5-(2-methoxyethyl)benzoate). Reaction SMILES: C([O:8][C:9]1[CH:10]=[C:11]([CH:16]=[C:17]([CH:19]=[CH:20][O:21][CH3:22])[CH:18]=1)[C:12]([O:14][CH3:15])=[O:13])C1C=CC=CC=1>C(O)C.[Pd]>[OH:8][C:9]1[CH:10]=[C:11]([CH:16]=[C:17]([CH2:19][CH2:20][O:21][CH3:22])[CH:18]=1)[C:12]([O:14][CH3:15])=[O:13]. Starting materials: ClC(C(=O)NC1=C(C=CC=C1C(F)(F)F)C(CC(=O)NC1=NC=CC=C1)=O)C (2-[(2-chloro-1-oxo-propyl)-amino]-β-oxo-N-(2-pyridinyl)-3-trifluoromethyl-benzene-propanamide). The reagents and catalysts are CN(C1=CC=NC=C1)C (4-dimethylamino-pyridine). Solvent: O1CCCC1 (tetrahydrofuran). Conditions: time 30 minute. Product: CC1OC(C=2C1=NC=1C(=CC=CC1C2O)C(F)(F)F)=NC2=NC=CC=C2 (1,3-dihydro-3-methyl-1-[(2-pyridinyl)-imino]-5-trifluoromethyl-furo[3,4-b]quinoline-9-ol). Yield: 115.2%. Reaction SMILES: Cl[CH:2]([CH3:28])[C:3]([NH:5][C:6]1[C:11]([C:12]([F:15])([F:14])[F:13])=[CH:10][CH:9]=[CH:8][C:7]=1[C:16](=[O:27])[CH2:17][C:18]([NH:20][C:21]1[CH:26]=[CH:25][CH:24]=[CH:23][N:22]=1)=[O:19])=O>CN(C)C1C=CN=CC=1.O1CCCC1>[CH3:28][CH:2]1[C:3]2=[N:5][C:6]3[C:11]([C:12]([F:14])([F:15])[F:13])=[CH:10][CH:9]=[CH:8][C:7]=3[C:16]([OH:27])=[C:17]2[C:18](=[N:20][C:21]2[CH:26]=[CH:25][CH:24]=[CH:23][N:22]=2)[O:19]1. Reported procedure: 1.60 g of 4-dimethylamino-pyridine were added to a suspension of 4.5 g of the product of Step A in 90 ml of tetrahydrofuran and the mixture was refluxed for four hours and was evaporated to dryness under reduced pressure. The residue was added to 90 ml of water and the mixture was stirred for 30 minutes and was vacuum filtered. The product was washed with water and dried under reduced pressure at 70° C. to obtain 4.50 g of 1,3-dihydro-3-methyl-1-[(2-pyridinyl)-imino]-5-trifluoromethyl-furo[3,4-b... The reactants are C=CCC1(c2ccc(F)cc2)CCN(C(C)c2ccc(Br)cc2)C(=O)O1, Cc1ccccc1, CCOC(C)=O, [Cu]I, FC(F)(F)c1cc[nH]n1, [K+], [K+], [K+], O=P([O-])([O-])[O-]. Product: C=CCC1(c2ccc(F)cc2)CCN(C(C)c2ccc(-n3ccc(C(F)(F)F)n3)cc2)C(=O)O1. Reaction SMILES: [CH2:1]([CH:2]=[CH2:3])[C:4]1([c:20]2[cH:21][cH:22][c:23]([F:26])[cH:24][cH:25]2)[CH2:5][CH2:6][N:7]([CH:11]([CH3:12])[c:13]2[cH:14][cH:15][c:16]([Br:19])[cH:17][cH:18]2)[C:8](=[O:10])[O:9]1.[CH3:44][c:45]1[cH:46][cH:47][cH:48][cH:49][cH:50]1.[CH3:51][CH2:52][O:53][C:54]([CH3:55])=[O:56].[Cu:57][I:58].[F:27][C:28]([c:29]1[n:30][nH:31][cH:32][cH:33]1)([F:34])[F:35].[K+:41].[K+:42].[K+:43].[P:36]([O-:37])([O-:38])([O-:39])=[O:40]>>[CH2:1]([CH:2]=[CH2:3])[C:4]1([c:20]2[cH:21][cH:22][c:23]([F:26])[cH:24][cH:25]2)[CH2:5][CH2:6][N:7]([CH:11]([CH3:12])[c:13]2[cH:14][cH:15][c:16](-[n:31]3[n:30][c:29]([C:28]([F:27])([F:34])[F:35])[cH:33][cH:32]3)[cH:17][cH:18]2)[C:8](=[O:10])[O:9]1.